Dataset: the Open Reaction Database (ORD), a public repository of structured organic reaction records. Task: describe an organic reaction: reactants, conditions, products, and yield The reactants are Cc1ccc(Br)cc1, CC(C)(C)P(C(C)(C)C)C(C)(C)C, Cc1ccccc1, O=C(C=Cc1ccccc1)C=Cc1ccccc1, O=C(C=Cc1ccccc1)C=Cc1ccccc1, Nc1c(F)cccc1Cl, Cl, O, [Pd]. Yields the product Cc1ccc(Nc2c(F)cccc2Cl)cc1. As a reaction SMILES: [Br:10][c:11]1[cH:12][cH:13][c:14]([CH3:17])[cH:15][cH:16]1.[C:18]([P:19]([C:20]([CH3:21])([CH3:22])[CH3:23])[C:24]([CH3:25])([CH3:26])[CH3:27])([CH3:28])([CH3:29])[CH3:30].[CH3:32][c:33]1[cH:34][cH:35][cH:36][cH:37][cH:38]1.[CH:39](=[CH:40][C:41]([CH:42]=[CH:43][c:44]1[cH:45][cH:46][cH:47][cH:48][cH:49]1)=[O:50])[c:51]1[cH:52][cH:53][cH:54][cH:55][cH:56]1.[CH:57](=[CH:58][C:59]([CH:60]=[CH:61][c:62]1[cH:63][cH:64][cH:65][cH:66][cH:67]1)=[O:68])[c:69]1[cH:70][cH:71][cH:72][cH:73][cH:74]1.[Cl:1][c:2]1[c:3]([NH2:4])[c:5]([F:9])[cH:6][cH:7][cH:8]1.[ClH:31].[OH2:76].[Pd:75]>>[Cl:1][c:2]1[c:3]([NH:4][c:11]2[cH:12][cH:13][c:14]([CH3:17])[cH:15][cH:16]2)[c:5]([F:9])[cH:6][cH:7][cH:8]1. Reactants: Cl, COC(=O)CCc1cc(-n2nc3ccc(C(F)(F)F)cc3n2)c(O)c(C(C)(c2ccccc2)c2ccccc2)c1, [Na+], [OH-]. The product is CC(c1ccccc1)(c1ccccc1)c1cc(CCC(=O)O)cc(-n2nc3ccc(C(F)(F)F)cc3n2)c1O. RXN SMILES: [ClH:41].[F:1][C:2]([c:3]1[cH:4][c:5]2[c:6]([n:7][n:8](-[c:10]3[cH:11][c:12]([CH2:13][CH2:14][C:15](=[O:16])[O:17][CH3:18])[cH:19][c:20]([C:23]([CH3:24])([c:25]4[cH:26][cH:27][cH:28][cH:29][cH:30]4)[c:31]4[cH:32][cH:33][cH:34][cH:35][cH:36]4)[c:21]3[OH:22])[n:9]2)[cH:37][cH:38]1)([F:39])[F:40].[Na+:43].[OH-:42]>>[F:1][C:2]([c:3]1[cH:4][c:5]2[c:6]([n:7][n:8](-[c:10]3[cH:11][c:12]([CH2:13][CH2:14][C:15](=[O:16])[OH:17])[cH:19][c:20]([C:23]([CH3:24])([c:25]4[cH:26][cH:27][cH:28][cH:29][cH:30]4)[c:31]4[cH:32][cH:33][cH:34][cH:35][cH:36]4)[c:21]3[OH:22])[n:9]2)[cH:37][cH:38]1)([F:39])[F:40].